This data is from the Open Reaction Database (ORD), a public repository of structured organic reaction records. The task is: describe an organic reaction: reactants, conditions, products, and yield The reactants are ClC1=C(C(=C(C=C1OC)OC)Cl)C1=CC=C(C=2N=CC=NC12)C(=O)O (8-(2,6-dichloro-3,5-dimethoxy-phenyl)-quinoxaline-5-carboxylic acid), C[Si](CCOCN1C(=NC=C1)N)(C)C (1-(2-trimethylsilanyl-ethoxymethyl)-1H-imidazol-2-ylamine), CN(C)C(=[N+](C)C)ON1C2=C(C=CC=C2)N=N1.[B-](F)(F)(F)F (TBTU), CCN(C(C)C)C(C)C (DIEA). Run in CN(C)C=O (DMF), CCOC(=O)C (EtOAc), O (H2O). Conditions: time 2 hour. Product: C[Si](CCOCN1C(=NC=C1)NC(=O)C=1C=2N=CC=NC2C(=CC1)C1=C(C(=CC(=C1Cl)OC)OC)Cl)(C)C (8-(2,6-Dichloro-3,5-dimethoxy-phenyl)-quinoxaline-5-carboxylic acid [1-(2-trimethylsilanyl-ethoxymethyl)-1H-imidazol-2-yl]-amide). Isolated yield 85.1%. As a reaction SMILES: [Cl:1][C:2]1[C:7]([O:8][CH3:9])=[CH:6][C:5]([O:10][CH3:11])=[C:4]([Cl:12])[C:3]=1[C:13]1[C:22]2[N:21]=[CH:20][CH:19]=[N:18][C:17]=2[C:16]([C:23](O)=[O:24])=[CH:15][CH:14]=1.[CH3:26][Si:27]([CH3:39])([CH3:38])[CH2:28][CH2:29][O:30][CH2:31][N:32]1[CH:36]=[CH:35][N:34]=[C:33]1[NH2:37].CN(C(ON1N=NC2C=CC=CC1=2)=[N+](C)C)C.[B-](F)(F)(F)F.CCN(C(C)C)C(C)C>CN(C=O)C.CCOC(C)=O.O>[CH3:26][Si:27]([CH3:39])([CH3:38])[CH2:28][CH2:29][O:30][CH2:31][N:32]1[CH:36]=[CH:35][N:34]=[C:33]1[NH:37][C:23]([C:16]1[C:17]2[N:18]=[CH:19][CH:20]=[N:21][C:22]=2[C:13]([C:3]2[C:4]([Cl:12])=[C:5]([O:10][CH3:11])[CH:6]=[C:7]([O:8][CH3:9])[C:2]=2[Cl:1])=[CH:14][CH:15]=1)=[O:24] |f:2.3|. Procedure details: A mixture of 8-(2,6-dichloro-3,5-dimethoxy-phenyl)-quinoxaline-5-carboxylic acid (Step 1.1) (0.400 g, 1.06 mmol), 1-(2-trimethylsilanyl-ethoxymethyl)-1H-imidazol-2-ylamine (Step 14.2) (0.270 g, 1.27 mmol, 1.2 equiv), TBTU (408 mg, 1.27 mmol, 1.2 equiv), DIEA (0.74 mL, 4.23 mmol, 4.0 equiv) in DMF (5 mL) was stirred for 2 h at rt, diluted with EtOAc and H2O, and extracted with EtOAc.washed with a saturated aqueous solution of NaHCO3, H2O, and brine. The organic phase was washed with H2O and brine... The reactants are CN(C1C(NC2=CC=C3N=CS(C3=C12)=C)=O)C (8-dimethylamino-methylene-6,8-dihydro-1-thia-3,6-diaza-as-indacen-7-one), 4-amino-N-methylacetanilide, C(C)O (ethanol), C(C)O (ethanol). Run in C(C)OCC (diethyl ether). Reaction conditions: temperature 90 celsius, time 16 hour. Yields the product CN(C(C)=O)C1=CC=C(C=C1)N\C=C\1/C(NC2=CC=C3C(=C12)SC=N3)=O (N-Methyl-N-(4-{(Z)-[(7-oxo-6,7-dihydro-8H-[1,3]thiazolo[5,4-e]indol-8-ylidene)methyl]amino}phenyl)acetamide). Yield: 64.0%. As a reaction SMILES: CN(C)[CH:3]1[C:14]2[C:6](=[CH:7][CH:8]=[C:9]3[C:13]=2[S:12](=C)[CH:11]=[N:10]3)[NH:5][C:4]1=[O:16].[CH2:18]([OH:20])[CH3:19]>C(OCC)C>[CH3:4][N:5]([C:6]1[CH:14]=[CH:13][C:9]([NH:10]/[CH:11]=[C:3]2\[C:4](=[O:16])[NH:5][C:6]3[C:14]\2=[C:13]2[S:12][CH:11]=[N:10][C:9]2=[CH:8][CH:7]=3)=[CH:8][CH:7]=1)[C:18](=[O:20])[CH3:19]. Reported procedure: A mixture of 8-dimethylamino-methylene-6,8-dihydro-1-thia-3,6-diaza-as-indacen-7-one (Procedure E, 0.040 g, 0.163 mmol), 4-amino-N-methylacetanilide (0.040 g, 0.244 mmol) in absolute ethanol (5 ml) was heated with stirring at 90° C. for 16 h. The reaction was diluted with ethanol and diethyl ether and the product collected by filtration to yield 0.038 g (64%) of the title compound. 1H NMR (DMSO-d6): δ11.03 (d,1H, J=12.3 Hz), 10.84 (s,1H), 9.23 (s,1H), 8.02 (d,1H, J=12.3 Hz), 7.78 (d,1H, J=8.4 Hz... Reactants: [Al+3], ClCCl, [Cl-], [Cl-], [Cl-], COc1ccc(F)c2c1C(=O)c1ccncc1C2=O. Yields the product O=C1c2ccncc2C(=O)c2c(F)ccc(O)c21. RXN SMILES: [Al+3:23].[CH2:24]([Cl:25])[Cl:26].[Cl-:20].[Cl-:21].[Cl-:22].[F:1][c:2]1[cH:3][cH:4][c:5]([O:18][CH3:19])[c:6]2[c:15]1[C:14](=[O:16])[c:13]1[c:8]([cH:9][cH:10][n:11][cH:12]1)[C:7]2=[O:17]>>[F:1][c:2]1[cH:3][cH:4][c:5]([OH:18])[c:6]2[c:15]1[C:14](=[O:16])[c:13]1[c:8]([cH:9][cH:10][n:11][cH:12]1)[C:7]2=[O:17]. Starting materials: C([C@@H]1[C@H]([C@@H]([C@H]([C@H](O1)O[C@]2([C@H]([C@@H]([C@H](O2)COS(=O)(=O)O)OS(=O)(=O)O)OS(=O)(=O)O)COS(=O)(=O)O)OS(=O)(=O)O)OS(=O)(=O)O)OS(=O)(=O)O)OS(=O)(=O)O (sucrose octasulfate), [OH-].[Na+] (sodium hydroxide). Product: C([C@@H]1[C@H]([C@@H]([C@H](C(O1)O[C@]2([C@H]([C@@H]([C@H](O2)COS(=O)(=O)[O-])OS(=O)(=O)[O-])OS(=O)(=O)[O-])COS(=O)(=O)[O-])OS(=O)(=O)[O-])OS(=O)(=O)[O-])OS(=O)(=O)[O-])OS(=O)(=O)[O-].[Na+].[Na+].[Na+].[Na+].[Na+].[Na+].[Na+].[Na+] (Sodium sucrose octasulfate). RXN SMILES: [CH2:1]([O:51][S:52]([OH:55])(=[O:54])=[O:53])[C@H:2]1[O:7][C@H:6]([O:8][C@:9]2([CH2:30][O:31][S:32]([OH:35])(=[O:34])=[O:33])[O:13][C@H:12]([CH2:14][O:15][S:16]([OH:19])(=[O:18])=[O:17])[C@@H:11]([O:20][S:21]([OH:24])(=[O:23])=[O:22])[C@@H:10]2[O:25][S:26]([OH:29])(=[O:28])=[O:27])[C@H:5]([O:36][S:37]([OH:40])(=[O:39])=[O:38])[C@@H:4]([O:41][S:42]([OH:45])(=[O:44])=[O:43])[C@@H:3]1[O:46][S:47]([OH:50])(=[O:49])=[O:48].[OH-].[Na+:57]>>[CH2:1]([O:51][S:52]([O-:55])(=[O:53])=[O:54])[C@H:2]1[O:7][CH:6]([O:8][C@:9]2([CH2:30][O:31][S:32]([O-:35])(=[O:34])=[O:33])[O:13][C@H:12]([CH2:14][O:15][S:16]([O-:19])(=[O:17])=[O:18])[C@@H:11]([O:20][S:21]([O-:24])(=[O:23])=[O:22])[C@@H:10]2[O:25][S:26]([O-:29])(=[O:28])=[O:27])[C@H:5]([O:36][S:37]([O-:40])(=[O:38])=[O:39])[C@@H:4]([O:41][S:42]([O-:45])(=[O:44])=[O:43])[C@@H:3]1[O:46][S:47]([O-:50])(=[O:49])=[O:48].[Na+:57].[Na+:57].[Na+:57].[Na+:57].[Na+:57].[Na+:57].[Na+:57].[Na+:57] |f:1.2,3.4.5.6.7.8.9.10.11|. Reported procedure: One portion of sucrose octasulfate solution prepared as described in I above was adjusted with 10% w/w aqueous sodium hydroxide to pH=9 with stirring at room temperature. The solution was evaporated at 50° C. in vacuo to remove pyridine and water. When 250 ml were distilled, 580 ml of ethylene glycol were added and the evaporation was continued until 10 mm vacuum. 100 ml of ethanol were added to the solution. The solution was filtered, and pH was adjusted to 9.5. 350 ml of ethanol were slowly ad...